Dataset: the Open Reaction Database (ORD), a public repository of structured organic reaction records. Task: describe an organic reaction: reactants, conditions, products, and yield The reactants are CC(Br)c1cccc([N+](=O)[O-])c1, O=C([O-])[O-], COC(C)(C)C, CC#N, O=c1[nH]c2cc(F)c(F)cc2o1, [K+], [K+]. Product: CC(c1cccc([N+](=O)[O-])c1)n1c(=O)oc2cc(F)c(F)cc21. Reaction SMILES: [Br:13][CH:14]([CH3:15])[c:16]1[cH:17][c:18]([N+:22](=[O:23])[O-:24])[cH:19][cH:20][cH:21]1.[C:25](=[O:26])([O-:27])[O-:28].[C:34]([O:35][CH3:36])([CH3:37])([CH3:38])[CH3:39].[CH3:31][C:32]#[N:33].[F:1][c:2]1[c:3]([F:12])[cH:4][c:5]2[c:6]([nH:7][c:8](=[O:10])[o:9]2)[cH:11]1.[K+:29].[K+:30]>>[F:1][c:2]1[c:3]([F:12])[cH:4][c:5]2[c:6]([n:7]([CH:14]([CH3:15])[c:16]3[cH:17][c:18]([N+:22](=[O:23])[O-:24])[cH:19][cH:20][cH:21]3)[c:8](=[O:10])[o:9]2)[cH:11]1. Reactants: C(C)(=O)NC=1C(SCC1C(=O)OC)CCCCC(=O)N1CCCCC1 (3-acetamido-4-carbomethoxy-2,5-dihydro-2-thiophenevaleric acid piperidide), [OH-].[Na+] (sodium hydroxide). The solvent is CO (methanol), CO (methanol). Conditions: temperature 22 celsius, time 3 hour. Product: NC=1C(SCC1C(=O)OC)CCCCC(=O)N1CCCCC1 (3-amino-4-carbomethoxy-2,5-dihydro-2-thiophenevaleric acid piperidide). Isolated yield 34.1%. As a reaction SMILES: C([NH:4][C:5]1[CH:6]([CH2:14][CH2:15][CH2:16][CH2:17][C:18]([N:20]2[CH2:25][CH2:24][CH2:23][CH2:22][CH2:21]2)=[O:19])[S:7][CH2:8][C:9]=1[C:10]([O:12][CH3:13])=[O:11])(=O)C.[OH-].[Na+]>CO>[NH2:4][C:5]1[CH:6]([CH2:14][CH2:15][CH2:16][CH2:17][C:18]([N:20]2[CH2:25][CH2:24][CH2:23][CH2:22][CH2:21]2)=[O:19])[S:7][CH2:8][C:9]=1[C:10]([O:12][CH3:13])=[O:11] |f:1.2|. Procedure: To a solution of 8.2 g (.022 mole) of 3-acetamido-4-carbomethoxy-2,5-dihydro-2-thiophenevaleric acid piperidide in 80 ml of methanol was added 40 ml of 1 N sodium hydroxide. The reaction was stirred at room temperature (22°C.) for 3 hrs. and was immediately worked up by first removing methanol under vacuum. The aqueous, basic residue was partitioned between 50 ml of water and 100 ml of methylene chloride. The basic, aqueous phase was extracted three times with 30 ml portions of methylene chlorid...